This data is from the Open Reaction Database (ORD), a public repository of structured organic reaction records. The task is: describe an organic reaction: reactants, conditions, products, and yield Reactants: ClC1=CC(=C(N)C=C1)C (4-chloro-2-methylaniline), ClC(C(=O)OC)=O (methyl chlorooxoacetate). The product is COC(C(=O)NC1=C(C=C(C=C1)Cl)C)=O (2-(4-chloro-2-methylanilino)-2-oxoacetic acid methyl ester). Reaction SMILES: [Cl:1][C:2]1[CH:8]=[CH:7][C:5]([NH2:6])=[C:4]([CH3:9])[CH:3]=1.Cl[C:11](=[O:16])[C:12]([O:14][CH3:15])=[O:13]>>[CH3:15][O:14][C:12](=[O:13])[C:11]([NH:6][C:5]1[CH:7]=[CH:8][C:2]([Cl:1])=[CH:3][C:4]=1[CH3:9])=[O:16]. Procedure: In a manner similar to that employed in Referential Example 242, the title compound was prepared from 4-chloro-2-methylaniline and methyl chlorooxoacetate. Reactants: O (Water), CC1=CC(=NO1)N (5-methylisoxazole-3-amine), N1=CC=CC=C1 (pyridine), ClC(=O)OCC(Cl)(Cl)Cl (2,2,2-trichloroethyl chloroformate). Run in O1CCCC1 (tetrahydrofuran). Run at time 1 hour. Yields the product CC1=CC(=NO1)NC(OCC(Cl)(Cl)Cl)=O (2,2,2-Trichloroethyl (5-methylisoxazol-3-yl)carbamate). Isolated yield 91.4%. Reaction SMILES: [CH3:1][C:2]1[O:6][N:5]=[C:4]([NH2:7])[CH:3]=1.N1C=CC=CC=1.Cl[C:15]([O:17][CH2:18][C:19]([Cl:22])([Cl:21])[Cl:20])=[O:16].O>O1CCCC1>[CH3:1][C:2]1[O:6][N:5]=[C:4]([NH:7][C:15](=[O:16])[O:17][CH2:18][C:19]([Cl:22])([Cl:21])[Cl:20])[CH:3]=1. Reported procedure: To a solution of 5-methylisoxazole-3-amine (1.00 g, 10.2 mmol) and pyridine (0.998 ml, 12.2 mmol) in tetrahydrofuran (34 ml) was added 2,2,2-trichloroethyl chloroformate (1.69 ml, 12.2 mmol) with ice-cooling and the mixture was stirred at room temperature for 1 hour. Water was poured into the reaction mixture and the mixture was extracted with ethyl acetate. The extract was washed with water and dried over anhydrous magnesium sulfate and the solvent was distilled off under reduced pressure. Hexa... Product: O1CCC2=C1C=CC=C2C2CCN(CC2)CC[C@@H]2CC[C@H](CC2)NC(=O)C2=CC(=NO2)C (3-Methyl-isoxazole-5-carboxylic acid trans-(4-{2-[4-(2,3-dihydro-benzofuran-4-yl)-piperidin-1-yl]-ethyl}-cyclohexyl)-amide). Reported procedure: The title compound, off-white solid (89 mg, 82%), MS (ISP) m/z=438.3 [(M+H)+], mp 215° C., was prepared in accordance with the general method of example 1 from trans-4-{2-[4-(2,3-dihydro-benzofuran-4-yl)-piperidin-1-yl]-ethyl}-cyclohexylamine dihydrochloride (intermediate B) (100 mg, 0.25 mmol) and 3-methyl-isoxazole-5-carboxylic acid. Reactants: solid, Cl.Cl.O1CCC2=C1C=CC=C2C2CCN(CC2)CC[C@@H]2CC[C@H](CC2)N (trans-4-{2-[4-(2,3-dihydro-benzofuran-4-yl)-piperidin-1-yl]-ethyl}-cyclohexylamine dihydrochloride), Cl.Cl.O1CCC2=C1C=CC=C2C2CCN(CC2)CC[C@@H]2CC[C@H](CC2)N (trans-4-{2-[4-(2,3-dihydro-benzofuran-4-yl)-piperidin-1-yl]-ethyl}-cyclohexylamine dihydrochloride), CC1=NOC(=C1)C(=O)O (3-methyl-isoxazole-5-carboxylic acid). Reaction SMILES: Cl.Cl.[O:3]1[C:7]2[CH:8]=[CH:9][CH:10]=[C:11]([CH:12]3[CH2:17][CH2:16][N:15]([CH2:18][CH2:19][C@H:20]4[CH2:25][CH2:24][C@H:23]([NH2:26])[CH2:22][CH2:21]4)[CH2:14][CH2:13]3)[C:6]=2[CH2:5][CH2:4]1.[CH3:27][C:28]1[CH:32]=[C:31]([C:33](O)=[O:34])[O:30][N:29]=1>>[O:3]1[C:7]2[CH:8]=[CH:9][CH:10]=[C:11]([CH:12]3[CH2:17][CH2:16][N:15]([CH2:18][CH2:19][C@H:20]4[CH2:21][CH2:22][C@H:23]([NH:26][C:33]([C:31]5[O:30][N:29]=[C:28]([CH3:27])[CH:32]=5)=[O:34])[CH2:24][CH2:25]4)[CH2:14][CH2:13]3)[C:6]=2[CH2:5][CH2:4]1 |f:0.1.2|.